describe an organic reaction: reactants, conditions, products, and yield From a dataset of the Open Reaction Database (ORD), a public repository of structured organic reaction records. Starting materials: O=C1CCC(=O)N1Br, ClC(Cl)(Cl)Cl, Cc1cc2ccccc2nc1C. The product is Cc1nc2ccccc2cc1CBr. As a reaction SMILES: [Br:13][N:14]1[C:15](=[O:16])[CH2:17][CH2:18][C:19]1=[O:20].[C:21]([Cl:22])([Cl:23])([Cl:24])[Cl:25].[CH3:1][c:2]1[n:3][c:4]2[cH:5][cH:6][cH:7][cH:8][c:9]2[cH:10][c:11]1[CH3:12]>>[CH3:1][c:2]1[n:3][c:4]2[cH:5][cH:6][cH:7][cH:8][c:9]2[cH:10][c:11]1[CH2:12][Br:13]. The reactants are CC(C)(C)OC(=O)NCCc1ccc(Oc2ncccc2C(N)=O)cc1, ClCCl, O=C(O)C(F)(F)F. The product is NCCc1ccc(Oc2ncccc2C(N)=O)cc1. Reaction SMILES: [C:1]([O:2][C:3](=[O:4])[NH:7][CH2:8][CH2:9][c:10]1[cH:11][cH:12][c:13]([O:16][c:17]2[n:18][cH:19][cH:20][cH:21][c:22]2[C:23]([NH2:24])=[O:25])[cH:14][cH:15]1)([CH3:5])([CH3:6])[CH3:26].[Cl:34][CH2:35][Cl:36].[F:27][C:28]([F:29])([F:30])[C:31]([OH:32])=[O:33]>>[NH2:7][CH2:8][CH2:9][c:10]1[cH:11][cH:12][c:13]([O:16][c:17]2[n:18][cH:19][cH:20][cH:21][c:22]2[C:23]([NH2:24])=[O:25])[cH:14][cH:15]1. The reactants are [OH-].[Na+] (NaOH), S(=O)(Cl)Cl (thionyl chloride), OCC=1C=NC(=CC1)Br (3-hydroxymethyl-6-bromopyridine), C1(=CC=CC=C1)C (toluene). Yield: 134.0%. As a reaction SMILES: S(Cl)([Cl:3])=O.O[CH2:6][C:7]1[CH:8]=[N:9][C:10]([Br:13])=[CH:11][CH:12]=1.[OH-].[Na+].C1(C)C=CC=CC=1>C(#N)C.O>[Cl:3][CH2:6][C:7]1[CH:8]=[N:9][C:10]([Br:13])=[CH:11][CH:12]=1 |f:2.3|. Solvent: O (water), C(C)#N (acetonitrile), C(C)#N (acetonitrile). Yields the product ClCC=1C=NC(=CC1)Br (3-chloromethyl-6-bromopyridine). Conditions: time 15 minute. Reported procedure: To a mechanically-stirred solution of 78.12 g of thionyl chloride in 450 mL of acetonitrile at 15° C. was added a solution of 160.75 g of 3-hydroxymethyl-6-bromopyridine in 446 mL of acetonitrile over 30 minutes. The temperature rose to 22° C. during the addition, and the reaction mixture was stirred for 15 minutes at room temperature. The mixture was cooled in an ice bath, and a solution of 70 g of NaOH in 1.4 L of water was added at such a rate that the temperature did not exceed 15° C. 603 mL... Reactants: [BH4-], CC(C)(C)CCN, CO, NC(=O)c1cnc(Oc2ccc(C=O)cc2F)cn1, [Na+]. Yields the product CC(C)(C)CCNCc1ccc(Oc2cnc(C(N)=O)cn2)c(F)c1. RXN SMILES: [BH4-:27].[CH3:20][C:21]([CH2:22][CH2:23][NH2:24])([CH3:25])[CH3:26].[CH3:29][OH:30].[F:1][c:2]1[c:3]([O:4][c:5]2[n:6][cH:7][c:8]([C:11](=[O:12])[NH2:13])[n:9][cH:10]2)[cH:14][cH:15][c:16]([CH:18]=[O:19])[cH:17]1.[Na+:28]>>[F:1][c:2]1[c:3]([O:4][c:5]2[n:6][cH:7][c:8]([C:11](=[O:12])[NH2:13])[n:9][cH:10]2)[cH:14][cH:15][c:16]([CH2:18][NH:24][CH2:23][CH2:22][C:21]([CH3:20])([CH3:25])[CH3:26])[cH:17]1. The reactants are ClC=1C=NC(NC1)=O (5-chloropyrimidin-2-one), BrCC(=O)C1=CSC=C1 (3-bromoacetylthiophene). Run in C(C)N(CC)CC (triethylamine), C(C)O (ethanol). Yields the product ClC=1C=NC(N(C1)CC(C1=CSC=C1)=O)=O (5-Chloro-1-(3-thenoylmethyl)pyrimidin-2-one). The yield is 45.2%. Reaction SMILES: [Cl:1][C:2]1[CH:3]=[N:4][C:5](=[O:8])[NH:6][CH:7]=1.Br[CH2:10][C:11]([C:13]1[CH:17]=[CH:16][S:15][CH:14]=1)=[O:12]>C(N(CC)CC)C.C(O)C>[Cl:1][C:2]1[CH:3]=[N:4][C:5](=[O:8])[N:6]([CH2:10][C:11](=[O:12])[C:13]2[CH:17]=[CH:16][S:15][CH:14]=2)[CH:7]=1. Procedure details: A mixture of 5-chloropyrimidin-2-one (522 mg) and 3-bromoacetylthiophene (1.025 g) in triethylamine (0.84 ml) and ethanol (25 ml) was stirred at room temperature. After 1 h. the mixture was cooled to 3° C., the resulting precipitate was collected, then dried and recrystallised twice from ethanol to give the title pyrimidinone (460 mg), m.p. 227°-230° C., λmax (EtOH) 250 nm (ε 15,770), 333 nm (ε 2,690). The yield is 97.5%. Reagents/catalysts: [Pd] (palladium on carbon). Reaction conditions: time 1 hour. Yields the product NC1=CC=CC=2C(C3=CC=CC=C3C(C12)=O)=O (1-aminoanthraquinone). Procedure details: To a mixture of 260 grams of 5-nitrotetrahydroanthraquinone and 10,100 grams of methyl cellosolve were added 2.6 grams of a 5% palladium on carbon catalyst and 300 grams of a 20% aqueous sodium hydroxide solution, followed by agitating at room temperature for 1 hour. The color of the solution was green inherent to 1-hydroxylaminoanthraquinone. Part of the reaction solution was sampled and subjected to a thin layer chromatography, by which it was recognized that almost all of the starting 5-nitro... Run in COCCO (methyl cellosolve). RXN SMILES: [N+:1]([C:4]1[CH:17]=[CH:16][CH:15]=[C:14]2[C:5]=1[C:6](=[O:19])[C:7]1[CH2:8][CH2:9][CH2:10][CH2:11][C:12]=1[C:13]2=[O:18])([O-])=O.[OH-].[Na+].ONC1C2C(=O)C3C(=CC=CC=3)C(=O)C=2C=CC=1.[H][H].O=O>[Pd].COCCO>[NH2:1][C:4]1[C:5]2[C:6](=[O:19])[C:7]3[C:12](=[CH:11][CH:10]=[CH:9][CH:8]=3)[C:13](=[O:18])[C:14]=2[CH:15]=[CH:16][CH:17]=1 |f:1.2|. Starting materials: ONC1=CC=CC=2C(C3=CC=CC=C3C(C12)=O)=O (1-hydroxylaminoanthraquinone), O=O (oxygen), 5-nitro, [N+](=O)([O-])C1=C2C(C=3CCCCC3C(C2=CC=C1)=O)=O (5-nitrotetrahydroanthraquinone), 5-nitro, [H][H] (hydrogen), [OH-].[Na+] (sodium hydroxide), [H][H] (hydrogen), ONC1=CC=CC=2C(C3=CC=CC=C3C(C12)=O)=O (1-hydroxylaminoanthraquinone), [H][H] (hydrogen). The reactants are ( 13 ), BrCC1OCC2=C(O1)C=C(C=C2F)S(=O)(=O)C (2-(bromomethyl)-5-fluoro-7-(methylsulfonyl)-4H-1,3-benzodioxine), ( 11 ), C(CCC)N (butane-1-amine), ( 11 ), ( 9 ). The solvent is CCO (EtOH). Product: FC1=CC(=CC=2OC(OCC21)CNCCCC)S(=O)(=O)C (N-{[5-FLUORO-7-(METHYLSULFONYL)-4H-1,3-BENZODIOXIN-2-YL]METHYL}BUTAN-1-AMINE). RXN SMILES: Br[CH2:2][CH:3]1[O:8][C:7]2[CH:9]=[C:10]([S:14]([CH3:17])(=[O:16])=[O:15])[CH:11]=[C:12]([F:13])[C:6]=2[CH2:5][O:4]1.[CH2:18]([NH2:22])[CH2:19][CH2:20][CH3:21]>CCO>[F:13][C:12]1[C:6]2[CH2:5][O:4][CH:3]([CH2:2][NH:22][CH2:18][CH2:19][CH2:20][CH3:21])[O:8][C:7]=2[CH:9]=[C:10]([S:14]([CH3:17])(=[O:16])=[O:15])[CH:11]=1. Procedure details: Preparation according to Example 34 using 2-(bromomethyl)-5-fluoro-7-(methylsulfonyl)-4H-1,3-benzodioxine (7 mg, 0.021 mmol), butane-1-amine (0.5 ml) and EtOH (3 ml). MS m/z (rel. intensity, 70 eV) 317 (M+, 0.3), 141 (11), 95 (11), 86 (bp), 72 (13), 57 (9). Procedure: A solution of 1.2 g of ethyl 10,11-dihydro-5H-pyrrolo[2,1-c][1,4]benzodiazepine-7-carboxylate in ml of methylene chloride is cooled to 0° C. and 10 ml of triethylamine added followed by 1.5 g of 4-[(2-methylbenzoyl)amino)benzoyl chloride. The reaction mixture is stirred at room temperature for 18 hours and concentrated in vacuo to a residue which is partitioned between water and chloroform. The organic layer is dried over Na2SO4 and concentrated in vacuo to a residue. The residue is purified by ... Reaction conditions: time 18 hour. Run in C(C)N(CC)CC (triethylamine). The yield is 43.3%. Product: CC1=C(C(=O)NC2=CC=C(C(=O)N3CC=4N(CC5=C3C=CC(=C5)C(=O)OCC)C=CC4)C=C2)C=CC=C1 (Ethyl 10,11-Dihydro-10-[4-[(2-methylbenzoyl)amino]benzoyl]-5H-pyrrolo[2,1-c][1,4]benzodiazepine-7-carboxylate). Starting materials: C=1C=CN2C1CNC1=C(C2)C=C(C=C1)C(=O)OCC (ethyl 10,11-dihydro-5H-pyrrolo[2,1-c][1,4]benzodiazepine-7-carboxylate), C(Cl)Cl (methylene chloride), CC1=C(C(=O)NC2=CC=C(C(=O)Cl)C=C2)C=CC=C1 (4-[(2-methylbenzoyl)amino)benzoyl chloride). Reaction SMILES: [CH:1]1[CH:2]=[CH:3][N:4]2[CH2:10][C:9]3[CH:11]=[C:12]([C:15]([O:17][CH2:18][CH3:19])=[O:16])[CH:13]=[CH:14][C:8]=3[NH:7][CH2:6][C:5]=12.C(Cl)Cl.[CH3:23][C:24]1[CH:41]=[CH:40][CH:39]=[CH:38][C:25]=1[C:26]([NH:28][C:29]1[CH:37]=[CH:36][C:32]([C:33](Cl)=[O:34])=[CH:31][CH:30]=1)=[O:27]>C(N(CC)CC)C>[CH3:23][C:24]1[CH:41]=[CH:40][CH:39]=[CH:38][C:25]=1[C:26]([NH:28][C:29]1[CH:37]=[CH:36][C:32]([C:33]([N:7]2[C:8]3[CH:14]=[CH:13][C:12]([C:15]([O:17][CH2:18][CH3:19])=[O:16])=[CH:11][C:9]=3[CH2:10][N:4]3[CH:3]=[CH:2][CH:1]=[C:5]3[CH2:6]2)=[O:34])=[CH:31][CH:30]=1)=[O:27]. The product is C=CCn1c(Cl)nc2c1c(=O)n(CCCO)c(=O)n2CCCC(F)(F)F. RXN SMILES: [Br:29][CH2:30][CH2:31][CH2:32][OH:33].[C:23](=[O:24])([O-:25])[O-:26].[Cl:1][c:2]1[n:3][c:4]2[n:5]([CH2:16][CH2:17][CH2:18][C:19]([F:20])([F:21])[F:22])[c:6](=[O:15])[nH:7][c:8](=[O:14])[c:9]2[n:10]1[CH2:11][CH:12]=[CH2:13].[Cs+:27].[Cs+:28].[O:34]=[CH:35][N:36]([CH3:37])[CH3:38]>>[Cl:1][c:2]1[n:3][c:4]2[n:5]([CH2:16][CH2:17][CH2:18][C:19]([F:20])([F:21])[F:22])[c:6](=[O:15])[n:7]([CH2:30][CH2:31][CH2:32][OH:33])[c:8](=[O:14])[c:9]2[n:10]1[CH2:11][CH:12]=[CH2:13]. Reactants: OCCCBr, O=C([O-])[O-], C=CCn1c(Cl)nc2c1c(=O)[nH]c(=O)n2CCCC(F)(F)F, [Cs+], [Cs+], CN(C)C=O.